Dataset: the Open Reaction Database (ORD), a public repository of structured organic reaction records. Task: describe an organic reaction: reactants, conditions, products, and yield Reactants: CCOC(C)=O, CS(C)=O, O, O=C1OI(=O)(O)c2ccccc21, CCC(O)c1ccc2c(c1)nc(N(COCC[Si](C)(C)C)CC1CCN(Cc3cccc4ccccc34)CC1)n2COCC[Si](C)(C)C. Yields the product CCC(=O)c1ccc2c(c1)nc(N(COCC[Si](C)(C)C)CC1CCN(Cc3cccc4ccccc34)CC1)n2COCC[Si](C)(C)C. As a reaction SMILES: [CH3:62][CH2:63][O:64][C:65](=[O:66])[CH3:67].[CH3:68][S:69]([CH3:70])=[O:71].[OH2:61].[OH:49][I:50]1(=[O:51])[c:52]2[cH:53][cH:54][cH:55][cH:56][c:57]2[C:58](=[O:59])[O:60]1.[c:1]1([CH2:11][N:12]2[CH2:13][CH2:14][CH:15]([CH2:18][N:19]([c:20]3[n:21][c:22]4[c:23]([n:24]3[CH2:25][O:26][CH2:27][CH2:28][Si:29]([CH3:30])([CH3:31])[CH3:32])[cH:33][cH:34][c:35]([CH:37]([CH2:38][CH3:39])[OH:40])[cH:36]4)[CH2:41][O:42][CH2:43][CH2:44][Si:45]([CH3:46])([CH3:47])[CH3:48])[CH2:16][CH2:17]2)[cH:2][cH:3][cH:4][c:5]2[cH:6][cH:7][cH:8][cH:9][c:10]12>>[c:1]1([CH2:11][N:12]2[CH2:13][CH2:14][CH:15]([CH2:18][N:19]([c:20]3[n:21][c:22]4[c:23]([n:24]3[CH2:25][O:26][CH2:27][CH2:28][Si:29]([CH3:30])([CH3:31])[CH3:32])[cH:33][cH:34][c:35]([C:37]([CH2:38][CH3:39])=[O:40])[cH:36]4)[CH2:41][O:42][CH2:43][CH2:44][Si:45]([CH3:46])([CH3:47])[CH3:48])[CH2:16][CH2:17]2)[cH:2][cH:3][cH:4][c:5]2[cH:6][cH:7][cH:8][cH:9][c:10]12. The reactants are CN(C)C=O, Cc1c(C(N)=O)nn(-c2ccc(Cl)cc2Cl)c1-c1ccc(Cl)cc1, O=P(Cl)(Cl)Cl. Product: Cc1c(C#N)nn(-c2ccc(Cl)cc2Cl)c1-c1ccc(Cl)cc1. RXN SMILES: [CH3:30][N:31]([CH3:32])[CH:33]=[O:34].[Cl:1][c:2]1[cH:3][cH:4][c:5](-[c:8]2[c:9]([CH3:24])[c:10]([C:21](=[O:22])[NH2:23])[n:11][n:12]2-[c:13]2[c:14]([Cl:20])[cH:15][c:16]([Cl:19])[cH:17][cH:18]2)[cH:6][cH:7]1.[P:25]([Cl:26])([Cl:27])([Cl:28])=[O:29]>>[Cl:1][c:2]1[cH:3][cH:4][c:5](-[c:8]2[c:9]([CH3:24])[c:10]([C:21]#[N:23])[n:11][n:12]2-[c:13]2[c:14]([Cl:20])[cH:15][c:16]([Cl:19])[cH:17][cH:18]2)[cH:6][cH:7]1. Reactants: O([Si](C)(C)C(C)(C)C)[C@@H](CC=O)CCCCCCCCCCC ((R)-3-(t-butyl-dimethylsiloxy)tetradecanal), S(=O)(=O)(O)[O-].[K+] (potassium hydrogen sulphate), C(C)(C)NC(C)C (diisopropylamine), solution, C(CCC)[Li] (n-butyllithium), COC(CN(C1=CC=CC=C1)CC1=CC=CC=C1)=O (N-benzyl-N-phenylglycine methyl ester). Run in C1CCOC1 (THF), C1CCOC1 (THF), CCCCCC (hexane), C1CCOC1 (THF). Conditions: temperature -75 celsius. Yields the product C(C1=CC=CC=C1)N(C1=CC=CC=C1)C(C(=O)OC)C(C[C@@H](CCCCCCCCCCC)O[Si](C)(C)C(C)(C)C)O (methyl (5R)-2-(N-benzylanilino)-5-(t-butyldimethylsiloxy)-3-hydroxyhexadecanoate). Yield: 7.9%. Reaction SMILES: C(NC(C)C)(C)C.C([Li])CCC.[CH3:13][O:14][C:15](=[O:31])[CH2:16][N:17]([CH2:24][C:25]1[CH:30]=[CH:29][CH:28]=[CH:27][CH:26]=1)[C:18]1[CH:23]=[CH:22][CH:21]=[CH:20][CH:19]=1.[O:32]([C@H:40]([CH2:44][CH2:45][CH2:46][CH2:47][CH2:48][CH2:49][CH2:50][CH2:51][CH2:52][CH2:53][CH3:54])[CH2:41][CH:42]=[O:43])[Si:33]([C:36]([CH3:39])([CH3:38])[CH3:37])([CH3:35])[CH3:34].S([O-])(O)(=O)=O.[K+]>C1COCC1.CCCCCC>[CH2:24]([N:17]([CH:16]([CH:42]([OH:43])[CH2:41][C@H:40]([O:32][Si:33]([C:36]([CH3:39])([CH3:38])[CH3:37])([CH3:35])[CH3:34])[CH2:44][CH2:45][CH2:46][CH2:47][CH2:48][CH2:49][CH2:50][CH2:51][CH2:52][CH2:53][CH3:54])[C:15]([O:14][CH3:13])=[O:31])[C:18]1[CH:23]=[CH:22][CH:21]=[CH:20][CH:19]=1)[C:25]1[CH:30]=[CH:29][CH:28]=[CH:27][CH:26]=1 |f:4.5|. Procedure: A solution of 0.5 ml of diisopropylamine in 15 ml of THF was treated at 0° C. with 2.0 ml of a solution of 1.6M n-butyllithium in hexane and, after stirring, cooled to -75° C. Then, a solution of 765 mg of N-benzyl-N-phenylglycine methyl ester in 3 ml of THF was added. After stirring a solution of 700 mg of (R)-3-(t-butyl-dimethylsiloxy)tetradecanal (Example Bb)) in 5 ml of THF was added dropwise. After stirring at -75° C. the reaction mixture was poured into aqueous potassium hydrogen sulphate ... Reactants: C(C1=CC=CC=C1)OC(=O)N[C@@H](CC1=CC=CC2=CC=CC=C12)C(=O)N[C@@H](CC1=CNC=N1)C(=O)N[C@@H](CC(C)C)CO (N-benzyloxycarbonyl-3-(1-naphthyl)-L-alanyl-L-histidyl-L-leucinol), Br.C(C)(=O)O (hydrogen bromide acetic acid). The solvent is C(C)OCC (diethyl ether). Run at time 30 minute. Product: Br.Br.C1(=CC=CC2=CC=CC=C12)C[C@H](N)C(=O)N[C@@H](CC1=CNC=N1)C(=O)N[C@@H](CC(C)C)CO (3-(1-Naphthyl)-L-alanyl-L-histidyl-L-leucinol dihydrobromide). As a reaction SMILES: C(OC([NH:11][C@H:12]([C:24]([NH:26][C@H:27]([C:34]([NH:36][C@H:37]([CH2:42][OH:43])[CH2:38][CH:39]([CH3:41])[CH3:40])=[O:35])[CH2:28][C:29]1[N:33]=[CH:32][NH:31][CH:30]=1)=[O:25])[CH2:13][C:14]1[C:23]2[C:18](=[CH:19][CH:20]=[CH:21][CH:22]=2)[CH:17]=[CH:16][CH:15]=1)=O)C1C=CC=CC=1.[BrH:44].C(O)(=O)C>C(OCC)C>[BrH:44].[BrH:44].[C:14]1([CH2:13][C@@H:12]([C:24]([NH:26][C@H:27]([C:34]([NH:36][C@H:37]([CH2:42][OH:43])[CH2:38][CH:39]([CH3:40])[CH3:41])=[O:35])[CH2:28][C:29]2[N:33]=[CH:32][NH:31][CH:30]=2)=[O:25])[NH2:11])[C:23]2[C:18](=[CH:19][CH:20]=[CH:21][CH:22]=2)[CH:17]=[CH:16][CH:15]=1 |f:1.2,4.5.6|. Procedure details: To 0.59 g. (1 mmole) of N-benzyloxycarbonyl-3-(1-naphthyl)-L-alanyl-L-histidyl-L-leucinol (prepared as described in Example 9) were added 10 ml. of a 25% w/v hydrogen bromide/acetic acid solution. The mixture was stirred at room temperature for 30 minutes, after which there were added 100 ml. of anhydrous diethyl ether. The white precipitate thus formed was separated by filtration, thoroughly washed with diethyl ether and dried in a desiccator. There was obtained 0.52 g. of the desired compound ... Reactants: C(C)(=O)N[C@@H](CS(=O)(=O)C1=CC=C(C=C1)OC1=CC=CC=C1)C(=O)OC (N-Acetyl-3-[(4-phenoxyphenyl)sulphonyl]alanine, Methyl Ester). Run in C(C)(=O)O (acetic acid), Cl (hydrochloric acid). Reaction conditions: time 1 hour. Product: C(C)(=O)N[C@@H](CS(=O)(=O)C1=CC=C(C=C1)OC1=CC=CC=C1)C(=O)O (N-Acetyl-3-[(4-phenoxyphenyl)sulphonyl]alanine). RXN SMILES: [C:1]([NH:4][C@H:5]([C:23]([O:25]C)=[O:24])[CH2:6][S:7]([C:10]1[CH:15]=[CH:14][C:13]([O:16][C:17]2[CH:22]=[CH:21][CH:20]=[CH:19][CH:18]=2)=[CH:12][CH:11]=1)(=[O:9])=[O:8])(=[O:3])[CH3:2]>C(O)(=O)C.Cl>[C:1]([NH:4][C@H:5]([C:23]([OH:25])=[O:24])[CH2:6][S:7]([C:10]1[CH:15]=[CH:14][C:13]([O:16][C:17]2[CH:22]=[CH:21][CH:20]=[CH:19][CH:18]=2)=[CH:12][CH:11]=1)(=[O:9])=[O:8])(=[O:3])[CH3:2]. Reported procedure: The product from Example 9d (2.1 mmol, 800 mg) was diluted with acetic acid (2 mL) and concentrated hydrochloric acid (2 mL) and warmed to 7zero degrees C. for one hour. The reaction mixture was concentrated, and azeotroped with toluene (3×5 mL), affording the title compound as a solid (quant.). MS MH+ calcd. for C17H17NO6S 364, found 364. DSC 1 degree C./minute: 193.0-195.1. The product was characterized spectroscopically. The reactants are COc1ccc(CN(Cc2ccc(OC)cc2)c2nc(C)nc(-c3cc(CN4CCN(S(C)(=O)=O)CC4)cnc3Nc3ccc(NC(C)=O)c(F)c3)n2)cc1, O=S(=O)(O)C(F)(F)F, [Na+], O=C([O-])O, O=C(O)C(F)(F)F. Yields the product CC(=O)Nc1ccc(Nc2ncc(CN3CCN(S(C)(=O)=O)CC3)cc2-c2nc(C)nc(N)n2)cc1F. As a reaction SMILES: [CH3:1][O:2][c:3]1[cH:4][cH:5][c:6]([CH2:7][N:8]([c:9]2[n:10][c:11](-[c:16]3[c:17]([NH:33][c:34]4[cH:35][c:36]([F:44])[c:37]([NH:40][C:41]([CH3:42])=[O:43])[cH:38][cH:39]4)[n:18][cH:19][c:20]([CH2:22][N:23]4[CH2:24][CH2:25][N:26]([S:29](=[O:30])(=[O:31])[CH3:32])[CH2:27][CH2:28]4)[cH:21]3)[n:12][c:13]([CH3:15])[n:14]2)[CH2:45][c:46]2[cH:47][cH:48][c:49]([O:50][CH3:51])[cH:52][cH:53]2)[cH:54][cH:55]1.[F:63][C:64]([F:65])([F:66])[S:67]([OH:68])(=[O:69])=[O:70].[Na+:75].[O-:71][C:72]([OH:73])=[O:74].[OH:56][C:57]([C:58]([F:59])([F:60])[F:61])=[O:62]>>[NH2:8][c:9]1[n:10][c:11](-[c:16]2[c:17]([NH:33][c:34]3[cH:35][c:36]([F:44])[c:37]([NH:40][C:41]([CH3:42])=[O:43])[cH:38][cH:39]3)[n:18][cH:19][c:20]([CH2:22][N:23]3[CH2:24][CH2:25][N:26]([S:29](=[O:30])(=[O:31])[CH3:32])[CH2:27][CH2:28]3)[cH:21]2)[n:12][c:13]([CH3:15])[n:14]1. The reactants are ClC1=CC2=C(C=N1)C=NN2 (6-chloro-1H-pyrazolo[4,3-c]pyridine), C([O-])([O-])=O.[Na+].[Na+] (sodium carbonate), COC=1C=C(C=C(C1)OC)B(O)O ((3,5-dimethoxyphenyl)boronic acid), ClCCl (dichloromethane). The reagents and catalysts are C1=CC=C(C=C1)P([C-]2C=CC=C2)C3=CC=CC=C3.C1=CC=C(C=C1)P([C-]2C=CC=C2)C3=CC=CC=C3.Cl[Pd]Cl.[Fe+2] ([1,1′-bis(diphenylphosphino)ferrocene]dichloropalladium(II)). The solvent is COCCOC (1,2-dimethoxyethane), O (water). Conditions: temperature 110 celsius, time 8 hour. The product is COC=1C=C(C=C(C1)OC)C1=CC2=C(C=N1)C=NN2 (6-(3,5-dimethoxyphenyl)-1H-pyrazolo[4,3-c]pyridine). The yield is 97.9%. RXN SMILES: Cl[C:2]1[N:7]=[CH:6][C:5]2[CH:8]=[N:9][NH:10][C:4]=2[CH:3]=1.[CH3:11][O:12][C:13]1[CH:14]=[C:15](B(O)O)[CH:16]=[C:17]([O:19][CH3:20])[CH:18]=1.ClCCl.C(=O)([O-])[O-].[Na+].[Na+]>COCCOC.O.C1C=CC(P(C2C=CC=CC=2)[C-]2C=CC=C2)=CC=1.C1C=CC(P(C2C=CC=CC=2)[C-]2C=CC=C2)=CC=1.Cl[Pd]Cl.[Fe+2]>[CH3:11][O:12][C:13]1[CH:14]=[C:15]([C:2]2[N:7]=[CH:6][C:5]3[CH:8]=[N:9][NH:10][C:4]=3[CH:3]=2)[CH:16]=[C:17]([O:19][CH3:20])[CH:18]=1 |f:3.4.5,8.9.10.11|. Procedure details: A mixture of 6-chloro-1H-pyrazolo[4,3-c]pyridine (500 mg, 3.2 mmol) (Frontier Cat. No. Z13659), (3,5-dimethoxyphenyl)boronic acid (890 mg, 4.9 mmol) (TCI Cat. No. D3513), [1,1′-bis(diphenylphosphino)ferrocene]dichloropalladium(II) complexed with dichloromethane (1:1) (200 mg, 0.3 mmol), and sodium carbonate (1.0 g, 9.8 mmol) in 1,2-dimethoxyethane (4 mL) and water (0.6 mL) was degassed, and sealed. The mixture was stirred at 110° C. overnight. After cooling it was partitioned between ethyl aceta...